describe an organic reaction: reactants, conditions, products, and yield From a dataset of the Open Reaction Database (ORD), a public repository of structured organic reaction records. Reactants: CS(=O)C (dimethylsulfoxide), C(C(=O)Cl)(=O)Cl (oxalyl chloride), C(CCC)C1=C(C=CC2=CC=C(C=C12)OC)CO (1-butyl-7-methoxy-2-naphthalenemethanol). Solvent: ClCCl (dichloromethane). Product: C(CCC)C1=C(C=CC2=CC=C(C=C12)OC)C=O (1-Butyl-7-methoxy-2-naphthalenecarboxaldehyde). Reaction SMILES: [CH2:1]([C:5]1[C:14]2[C:9](=[CH:10][CH:11]=[C:12]([O:15][CH3:16])[CH:13]=2)[CH:8]=[CH:7][C:6]=1[CH2:17][OH:18])[CH2:2][CH2:3][CH3:4].CS(C)=O.C(Cl)(=O)C(Cl)=O>ClCCl>[CH2:1]([C:5]1[C:14]2[C:9](=[CH:10][CH:11]=[C:12]([O:15][CH3:16])[CH:13]=2)[CH:8]=[CH:7][C:6]=1[CH:17]=[O:18])[CH2:2][CH2:3][CH3:4]. Procedure details: As in Example 136, 1-butyl-7-methoxy-2-naphthalenemethanol (2.25 g) was oxidized by using the reagent prepared from dimethylsulfoxide (0.54 mL) and oxalyl chloride (0.9 mL) in dry dichloromethane (25 mL). The usual work up gave 2 g of 1-butyl-7-methoxy-2-naphthalenecarboxaldehyde and distillation of a sample on a Kugelrohr apparatus (138°-140° C.; 0.1 mm) furnished the analytical specimen. Anal. Calcd for C16H18O2 : C, 79.31; H, 7.49 Found: C, 79.11; H, 7.49 Starting materials: BrC1=C(C(=CC=2CCCC(C12)(C)C)C(C)O)OC (1-(4-bromo-3-methoxy-5,5-dimethyl-5,6,7,8-tetrahydro-naphthalen-2-yl)-ethanol), Cl.CN(CCCN=C=NCC)C (1-(3-dimethylaminopropyl)-3-ethylcarbodiimide hydrochloride), C(C)(=O)OC(C)=O (acetic anhydride). The reagents and catalysts are CN(C1=CC=NC=C1)C (4-dimethylaminopyridine). The solvent is ClCCl (dichloromethane). Conditions: time 16 hour. The product is BrC1=C(C(=CC=2CCCC(C12)(C)C)C(C)OC(C)=O)OC (Acetic acid 1-(4-bromo-3-methoxy-5,5-dimethyl-5,6,7,8-tetrahydro-naphthalen-2-yl)-ethyl ester). As a reaction SMILES: [Br:1][C:2]1[C:11]2[C:10]([CH3:13])([CH3:12])[CH2:9][CH2:8][CH2:7][C:6]=2[CH:5]=[C:4]([CH:14]([OH:16])[CH3:15])[C:3]=1[O:17][CH3:18].Cl.CN(C)CCCN=C=NCC.[C:31](OC(=O)C)(=[O:33])[CH3:32]>CN(C)C1C=CN=CC=1.ClCCl>[Br:1][C:2]1[C:11]2[C:10]([CH3:13])([CH3:12])[CH2:9][CH2:8][CH2:7][C:6]=2[CH:5]=[C:4]([CH:14]([O:16][C:31](=[O:33])[CH3:32])[CH3:15])[C:3]=1[O:17][CH3:18] |f:1.2|. Reported procedure: To a solution of 1-(4-bromo-3-methoxy-5,5-dimethyl-5,6,7,8-tetrahydro-naphthalen-2-yl)-ethanol (Compound A-95, 12.3 g, 39 mmol), 1-(3-dimethylaminopropyl)-3-ethylcarbodiimide hydrochloride (EDCI, 11.2 g, 58.5 mmol) and 4-dimethylaminopyridine (DMAP, 9.5 g, 78 mmol) in dichloromethane (350 mL) at room temperature was added acetic anhydride (3.7 mL, 39 mmol). After stirring at room temperature for 16 h, the mixture was quenched with water and extracted with diethyl ether. The combined ethereal lay... The reactants are N[C@@H](CCSC)C(=O)O (methionine), CCN=C=NCCCN(C)C (EDCI), C=1C=CC2=C(C1)N=NN2O (HOBT), [N+](=O)([O-])C1=CC(=CC2=CC=CC=C12)C1=C(C(=O)O)C=CC=C1 (4-nitro-2-naphthylbenzoic acid), COC([C@@H](N)CC(C)C)=O ((S)-leucine methyl ester). Yields the product COC([C@@H](N(C(C1=CC=CC=C1)=O)C1=CC2=CC=CC=C2C(=C1)[N+](=O)[O-])CC(C)C)=O (4-Nitro-2-naphthylbenzoyl-(S)-leucine methyl ester). As a reaction SMILES: N[C@H:2]([C:7]([OH:9])=O)[CH2:3][CH2:4]SC.[N+:10]([C:13]1[C:22]2[C:17](=[CH:18][CH:19]=[CH:20][CH:21]=2)[CH:16]=[C:15](C2C=CC=CC=2C(O)=O)[CH:14]=1)([O-:12])=[O:11].[CH3:32][O:33][C:34](=[O:41])[C@H:35]([CH2:37][CH:38]([CH3:40])[CH3:39])[NH2:36].CCN=C=N[CH2:47][CH2:48][CH2:49]N(C)C.C1C=CC2N(O)N=NC=2C=1>>[CH3:32][O:33][C:34](=[O:41])[C@H:35]([CH2:37][CH:38]([CH3:40])[CH3:39])[N:36]([C:15]1[CH:14]=[C:13]([N+:10]([O-:12])=[O:11])[C:22]2[C:17](=[CH:18][CH:19]=[CH:20][CH:21]=2)[CH:16]=1)[C:7](=[O:9])[C:2]1[CH:3]=[CH:4][CH:49]=[CH:48][CH:47]=1. Reported procedure: This compound was prepared with the same method as for the preparation of the methionine derivative (section J) using 4-nitro-2-naphthylbenzoic acid, (S)-leucine methyl ester, EDCI and HOBT. 1H NMR (CDCl3) δ 8.34-8.39 (m, 1H), 8.25 (s, 1H), 8.18 (d, 8.6 Hz, 0.6H), 8.02 (d, 8.6 Hz, 0.4H), 7.91-8.00 (m, 2H), 7.62 (t, 7.0 Hz, 0.6H), 7.48-7.58 (m, 3H), 7.41 (t, 7.0 Hz, 1.4H), 5.71 (d, 7.9 Hz, 0.6H), 5.60 (d, 7.9 Hz, 0.4H), 4.29 (m, 1H), 3.57 (s, 1.7H), 3.52 (s, 1.3H), 1.05-1.11 (m, 0.5H), 0.88-0.97 ...